From a dataset of the Open Reaction Database (ORD), a public repository of structured organic reaction records. describe an organic reaction: reactants, conditions, products, and yield The reactants are ClC1=C2C=CC=C(C2=C(C2=CC=CC=C12)C(=O)O)C(=O)O (10-chloranthracene-1,9-dicarboxylic acid). The solvent is C(C)(=O)OC(C)=O (acetic anhydride). Yields the product ClC1=C2C=CC=C3C2=C(C2=CC=CC=C12)C(=O)OC3=O (10-Chloroanthracene-1,9-Dicarboxylic Acid Anhydride). The yield is 61.2%. RXN SMILES: [Cl:1][C:2]1[C:15]2[C:10](=[CH:11][CH:12]=[CH:13][CH:14]=2)[C:9]([C:16]([OH:18])=O)=[C:8]2[C:3]=1[CH:4]=[CH:5][CH:6]=[C:7]2[C:19]([OH:21])=[O:20]>C(OC(=O)C)(=O)C>[Cl:1][C:2]1[C:15]2[C:10](=[CH:11][CH:12]=[CH:13][CH:14]=2)[C:9]2[C:16]([O:21][C:19](=[O:20])[C:7]3[C:8]=2[C:3]=1[CH:4]=[CH:5][CH:6]=3)=[O:18]. Procedure details: A suspension of 1.45 g (4.8 mmol) of 10-chloranthracene-1,9-dicarboxylic acid in 50 ml of acetic anhydride was heated under reflux for 4 hours and then cooled to room temperature. The yellow precipitate that formed was collected by filtration, washed with cold methanol and dried to give 0.83 g (61%) of the title compound, m.p. 269°-271° C.